This data is from the Open Reaction Database (ORD), a public repository of structured organic reaction records. The task is: describe an organic reaction: reactants, conditions, products, and yield The reactants are COC(OC)c1ccc([N+](=O)[O-])c(Nc2nc(-c3ccc(C(F)(F)F)cc3)c(C(N)=O)s2)c1, CC#N, Cl, O. Product: NC(=O)c1sc(Nc2cc(C=O)ccc2[N+](=O)[O-])nc1-c1ccc(C(F)(F)F)cc1. Reaction SMILES: [CH3:1][O:2][CH:3]([c:4]1[cH:5][cH:6][c:7]([N+:29](=[O:30])[O-:31])[c:8]([NH:10][c:11]2[s:12][c:13]([C:26](=[O:27])[NH2:28])[c:14](-[c:16]3[cH:17][cH:18][c:19]([C:22]([F:23])([F:24])[F:25])[cH:20][cH:21]3)[n:15]2)[cH:9]1)[O:32][CH3:33].[CH3:34][C:35]#[N:36].[ClH:37].[OH2:38]>>[O:2]=[CH:3][c:4]1[cH:5][cH:6][c:7]([N+:29](=[O:30])[O-:31])[c:8]([NH:10][c:11]2[s:12][c:13]([C:26](=[O:27])[NH2:28])[c:14](-[c:16]3[cH:17][cH:18][c:19]([C:22]([F:23])([F:24])[F:25])[cH:20][cH:21]3)[n:15]2)[cH:9]1. The reactants are [N+](=O)([O-])C1=CC=C(C=C1)C(C(=O)O)C(C)C (2-(4-nitrophenyl)-3-methylbutanoic acid), C(C1=CC=CC=C1)O (benzyl alcohol), C1(=CC=CC=C1)C (toluene), O.C1(=CC=C(C=C1)S(=O)(=O)O)C (p-toluenesulfonic acid monohydrate). The solvent is O (water). Product: [N+](=O)([O-])C1=CC=C(C=C1)C(C(=O)OCC1=CC=CC=C1)C(C)C (2-(4-nitrophenyl)-3-methylbutanoic acid, benzyl ester). As a reaction SMILES: [N+:1]([C:4]1[CH:9]=[CH:8][C:7]([CH:10]([CH:14]([CH3:16])[CH3:15])[C:11]([OH:13])=[O:12])=[CH:6][CH:5]=1)([O-:3])=[O:2].[CH2:17](O)[C:18]1[CH:23]=[CH:22][CH:21]=[CH:20][CH:19]=1.C1(C)C=CC=CC=1.O.C1(C)C=CC(S(O)(=O)=O)=CC=1>O>[N+:1]([C:4]1[CH:5]=[CH:6][C:7]([CH:10]([CH:14]([CH3:16])[CH3:15])[C:11]([O:13][CH2:17][C:18]2[CH:23]=[CH:22][CH:21]=[CH:20][CH:19]=2)=[O:12])=[CH:8][CH:9]=1)([O-:3])=[O:2] |f:3.4|. Reported procedure: A mixture of 80.1 g of 2-(4-nitrophenyl)-3-methylbutanoic acid, 150 ml of benzyl alcohol, 75 ml of toluene and 2 g of p-toluenesulfonic acid monohydrate was boiled under reflux, with azeotropic removal of water, for 10 hours. The toluene and excess benzyl alcohol were removed in vacuum, and the residual oil was dissolved in butyl chloride. The butyl chloride solution was washed with 6% potassium carbonate three times (acidification of the carbonate extract precipitated 5.2 g of the starting carb...